This data is from the Open Reaction Database (ORD), a public repository of structured organic reaction records. The task is: describe an organic reaction: reactants, conditions, products, and yield The reactants are C(C)(C)(C)OC(=O)N1C[C@@H]([C@H](CC1)C1=CC=C(C=C1)OCCCOCC1=C(C=CC=C1)OC)OCC1=CC=C2CCCN(C2=C1)CCN(C)C ((3R,4R)-3-[1-(2-dimethylamino-ethyl)-1,2,3,4-tetrahydro-quinolin-7-ylmethoxy]-4-[4-[3-(2-methoxy-benzyloxy)-propoxy]-phenyl]-piperidine-1-carboxylic acid tert-butyl ester), Cl.CO (HCl methanol). Yields the product COC1=C(COCCCOC2=CC=C(C=C2)[C@@H]2[C@H](CNCC2)OCC2=CC=C3CCCN(C3=C2)CCN(C)C)C=CC=C1 ((3R,4R)-[2-[7-(4-[4-[3-(2-methoxy-benzyloxy)-propoxy]-phenyl]-piperidin-3-yloxymethyl)-3,4-dihydro-2H-quinolin-1-yl]-ethyl]-dimethyl-amine). RXN SMILES: C(OC([N:8]1[CH2:13][CH2:12][C@H:11]([C:14]2[CH:19]=[CH:18][C:17]([O:20][CH2:21][CH2:22][CH2:23][O:24][CH2:25][C:26]3[CH:31]=[CH:30][CH:29]=[CH:28][C:27]=3[O:32][CH3:33])=[CH:16][CH:15]=2)[C@@H:10]([O:34][CH2:35][C:36]2[CH:45]=[C:44]3[C:39]([CH2:40][CH2:41][CH2:42][N:43]3[CH2:46][CH2:47][N:48]([CH3:50])[CH3:49])=[CH:38][CH:37]=2)[CH2:9]1)=O)(C)(C)C.Cl.CO>>[CH3:33][O:32][C:27]1[CH:28]=[CH:29][CH:30]=[CH:31][C:26]=1[CH2:25][O:24][CH2:23][CH2:22][CH2:21][O:20][C:17]1[CH:16]=[CH:15][C:14]([C@H:11]2[CH2:12][CH2:13][NH:8][CH2:9][C@@H:10]2[O:34][CH2:35][C:36]2[CH:45]=[C:44]3[C:39]([CH2:40][CH2:41][CH2:42][N:43]3[CH2:46][CH2:47][N:48]([CH3:49])[CH3:50])=[CH:38][CH:37]=2)=[CH:19][CH:18]=1 |f:1.2|. Reported procedure: In analogy to the procedure described in example 4(b), the (3R,4R)-3-[1-(2-dimethylamino-ethyl)-1,2,3,4-tetrahydro-quinolin-7-ylmethoxy]-4-[4-[3-(2-methoxy-benzyloxy)-propoxy]-phenyl]-piperidine-1-carboxylic acid tert-butyl ester was deprotected with HCl/methanol to yield the (3R,4R)-[2-[7-(4-[4-[3-(2-methoxy-benzyloxy)-propoxy]-phenyl]-piperidin-3-yloxymethyl)-3,4-dihydro-2H-quinolin-1-yl]-ethyl]-dimethyl-amine as a yellow oil; MS: 588 (M+H)+.